Dataset: the Open Reaction Database (ORD), a public repository of structured organic reaction records. Task: describe an organic reaction: reactants, conditions, products, and yield Reactants: CCC(Br)c1nc2sc(Br)c(Br)c2c(=O)n1Cc1ccccc1, CN(C)CCN, CCO. Product: CCC(NCCN(C)C)c1nc2sc(Br)c(Br)c2c(=O)n1Cc1ccccc1. As a reaction SMILES: [CH2:1]([c:2]1[cH:3][cH:4][cH:5][cH:6][cH:7]1)[n:8]1[c:9]([CH:20]([CH2:21][CH3:22])[Br:23])[n:10][c:11]2[c:12]([c:13]1=[O:14])[c:15]([Br:19])[c:16]([Br:18])[s:17]2.[CH3:24][N:25]([CH2:26][CH2:27][NH2:28])[CH3:29].[CH3:30][CH2:31][OH:32]>>[CH2:1]([c:2]1[cH:3][cH:4][cH:5][cH:6][cH:7]1)[n:8]1[c:9]([CH:20]([CH2:21][CH3:22])[NH:28][CH2:27][CH2:26][N:25]([CH3:24])[CH3:29])[n:10][c:11]2[c:12]([c:13]1=[O:14])[c:15]([Br:19])[c:16]([Br:18])[s:17]2. Starting materials: C1(=CC=CC=C1)[Mg]Br (phenyl magnesium bromide), C(CCCCCCCCC=C)(=O)OCC (ethyl undecylenate), CO (Methanol). The solvent is C1CCOC1 (THF). Run at time 75 hour. The product is C1(=CC=CC=C1)C(CCCCCCCCC=C)(O)C1=CC=CC=C1 (1,1-diphenyl-10-undecen-1-ol). As a reaction SMILES: [C:1]([O:13]CC)(=O)[CH2:2][CH2:3][CH2:4][CH2:5][CH2:6][CH2:7][CH2:8][CH2:9][CH:10]=[CH2:11].[C:16]1([Mg]Br)[CH:21]=[CH:20][CH:19]=[CH:18][CH:17]=1.CO>C1COCC1>[C:16]1([C:1]([C:16]2[CH:21]=[CH:20][CH:19]=[CH:18][CH:17]=2)([OH:13])[CH2:2][CH2:3][CH2:4][CH2:5][CH2:6][CH2:7][CH2:8][CH2:9][CH:10]=[CH2:11])[CH:21]=[CH:20][CH:19]=[CH:18][CH:17]=1. Reported procedure: To a solution of 10.6 g of ethyl undecylenate in 100 mL of THF at 0° C. was added, over 1 hr, 40 mL of 3M phenyl magnesium bromide. The mixture was warmed to room temperature and stirred for 75 hrs. Methanol, 10 mL, was added to quench the excess Grinard reagent and the solvent was distilled in vacuo. The residue was shaken with diethyl ether and dilute hydrochloric acid. The ether layer was washed with water and saturated sodium hydrogen carbonate, dried, and concentrated in vacuo to give 18.3 ... Reactants: Cl.Cl.NCCCN1CCC(CC1)(O)C1=CC=C(C=C1)F (1-(3-Amino-propyl)-4-(4-fluorophenyl)-piperidine-4-ol dihydrochloride), FC=1C=C(C=CC1F)[C@H]1NC(NC(=C1C(=O)O)C)=O ((4R)-4-(3,4-difluorophenyl)-6-methyl-2-oxo-1,2,3,4-tetrahydro-pyrimidine-5-carboxylic acid), FC=1C=C(C=CC1F)[C@H]1NC(NC(=C1C(=O)O)COC)=O ((4R)-4-(3,4-difluorophenyl)-6-methoxymethyl-2-oxo-1,2,3,4-tetrahydro-pyrimidine-5-carboxylic acid). Yields the product FC1=CC=C(C=C1)C1(CCN(CC1)CCCNC(=O)C=1[C@H](NC(NC1C)=O)C1=CC(=C(C=C1)F)F)O ((4R)-4-(3,4-Difluorophenyl)-6-methyl-2-oxo-1,2,3,4-tetrahydro-pyrimidine-5-carboxylic acid {3-[4-(4-fluorophenyl)-4-hydroxy-piperidin-1-yl]-propyl}-amide). Reaction SMILES: Cl.Cl.[NH2:3][CH2:4][CH2:5][CH2:6][N:7]1[CH2:12][CH2:11][C:10]([C:14]2[CH:19]=[CH:18][C:17]([F:20])=[CH:16][CH:15]=2)([OH:13])[CH2:9][CH2:8]1.[F:21][C:22]1[CH:23]=[C:24]([C@@H:29]2[C:34]([C:35](O)=[O:36])=[C:33]([CH3:38])[NH:32][C:31](=[O:39])[NH:30]2)[CH:25]=[CH:26][C:27]=1[F:28].FC1C=C([C@@H]2C(C(O)=O)=C(COC)NC(=O)N2)C=CC=1F>>[F:20][C:17]1[CH:16]=[CH:15][C:14]([C:10]2([OH:13])[CH2:9][CH2:8][N:7]([CH2:6][CH2:5][CH2:4][NH:3][C:35]([C:34]3[C@@H:29]([C:24]4[CH:25]=[CH:26][C:27]([F:28])=[C:22]([F:21])[CH:23]=4)[NH:30][C:31](=[O:39])[NH:32][C:33]=3[CH3:38])=[O:36])[CH2:12][CH2:11]2)=[CH:19][CH:18]=1 |f:0.1.2|. Procedure: 1-(3-Amino-propyl)-4-(4-fluorophenyl)-piperidine-4-ol dihydrochloride was used in place of 2-(1-(3-Amino-propyl)-piperidine-4-yl]-5-fluoro-benzonitrile dihydrochloride and (4R)-4-(3,4-difluorophenyl)-6-methyl-2-oxo-1,2,3,4-tetrahydro-pyrimidine-5-carboxylic acid was used go in place of (4R)-4-(3,4-difluorophenyl)-6-methoxymethyl-2-oxo-1,2,3,4-tetrahydro-pyrimidine-5-carboxylic acid. Starting materials: ClC1=NC=CC(=N1)N1C(NC(C(=C1)C1C2=C(C=CC3=C1N=C(O3)C)C=C(C=C2)O[Si](C)(C)C(C)(C)C)=O)=O ((±)-1-(2-Chloropyrimidin-4-yl)-5-[7-[(1,1-dimethylethyl)dimethylsiloxy]-2-methyl-4H-benzo[5,6]cyclohepta[1,2-d]oxazol-4-yl]-2,4(1H,3H)-pyrimidinedione), N1CC(C1)C(=O)O (3-azetidinecarboxylic acid), C(C)(C)N(C(C)C)CC (N,N-diisopropylethylamine). The solvent is CN(C=O)C (N,N-dimethylformamide). Product: OC=1C=CC2=C(C=CC3=C(N=C(O3)C)C2C=2C(NC(N(C2)C2=NC(=NC=C2)N2CC(C2)C(=O)O)=O)=O)C1 ((±)-N-[4-[3,4-Dihydro-5-(7-hydroxy-2-methyl-4H-benzo[5,6]cyclohepta[1,2-d]oxazol-4-yl)-2,4-dioxo-1(2H)-pyrimidinyl]pyrimidin-2-yl]-3-azetidinecarboxylic acid). RXN SMILES: Cl[C:2]1[N:7]=[C:6]([N:8]2[CH:13]=[C:12]([CH:14]3[C:20]4[N:21]=[C:22]([CH3:24])[O:23][C:19]=4[CH:18]=[CH:17][C:16]4[CH:25]=[C:26]([O:29][Si](C(C)(C)C)(C)C)[CH:27]=[CH:28][C:15]3=4)[C:11](=[O:37])[NH:10][C:9]2=[O:38])[CH:5]=[CH:4][N:3]=1.[NH:39]1[CH2:42][CH:41]([C:43]([OH:45])=[O:44])[CH2:40]1.C(N(CC)C(C)C)(C)C>CN(C)C=O>[OH:29][C:26]1[CH:27]=[CH:28][C:15]2[CH:14]([C:12]3[C:11](=[O:37])[NH:10][C:9](=[O:38])[N:8]([C:6]4[CH:5]=[CH:4][N:3]=[C:2]([N:39]5[CH2:42][CH:41]([C:43]([OH:45])=[O:44])[CH2:40]5)[N:7]=4)[CH:13]=3)[C:20]3[N:21]=[C:22]([CH3:24])[O:23][C:19]=3[CH:18]=[CH:17][C:16]=2[CH:25]=1. Procedure: The product from step (ix) was treated with 3-azetidinecarboxylic acid (0.096 g) and N,N-diisopropylethylamine (0.445 ml) in N,N-dimethylformamide (10 ml) at 85° C. for 4 hours. The mixture was partitioned between 1N HCl and ethyl acetate. The aqueous layer was adjusted to pH 6 and extracted with ethyl acetate. The organic phase was dried (MgSO4) and evaporated under reduced pressure to give a solid. Purification was by reverse phase chromatography eluting with 50% methanol in 0.1% aqueous ammon...